Dataset: the Open Reaction Database (ORD), a public repository of structured organic reaction records. Task: describe an organic reaction: reactants, conditions, products, and yield The reactants are COC([C@H](NC([C@@H](NC(=O)OCC1=CC=CC=C1)CC\C=C(/NC(=O)OC(C)(C)C)\C(=O)OC)=O)C)=O ((Z)-N-[5,6-Didehydro-N6 -[(1,1-dimethylethoxy)carbonyl]-6-(methoxycarbonyl)-N2 -[(phenylmethoxy)carbonyl]-L-lysyl]-D-alanine Methyl Ester), [H][H] (hydrogen), hepta-2,5-diene[ 2S,3S]bis(diphenylphosphino)butane. The reagents and catalysts are Cl(=O)(=O)(=O)[O-].[Rh+] (rhodium(I) perchlorate). Solvent: C(C)(=O)O (acetic acid), C1CCOC1 (THF). The product is COC([C@H](NC([C@H](NC(=O)OCC1=CC=CC=C1)CCCC(NC(=O)OC(C)(C)C)C(=O)OC)=O)C)=O (N-[N6 -[(1,1-Dimethylethoxy)carbonyl]-(R)-6-(methoxycarbonyl)-N2 -[(phenylmethoxy)carbonyl]-L-lysyl]-D-Alanine Methyl Ester). Isolated yield 92.6%. Reaction SMILES: [CH3:1][O:2][C:3](=[O:37])[C@@H:4]([CH3:36])[NH:5][C:6](=[O:35])[C@H:7]([CH2:19][CH2:20]/[CH:21]=[C:22](/[C:31]([O:33][CH3:34])=[O:32])\[NH:23][C:24]([O:26][C:27]([CH3:30])([CH3:29])[CH3:28])=[O:25])[NH:8][C:9]([O:11][CH2:12][C:13]1[CH:18]=[CH:17][CH:16]=[CH:15][CH:14]=1)=[O:10].[H][H]>C(O)(=O)C.C1COCC1.Cl([O-])(=O)(=O)=O.[Rh+]>[CH3:1][O:2][C:3](=[O:37])[C@@H:4]([CH3:36])[NH:5][C:6](=[O:35])[C@@H:7]([CH2:19][CH2:20][CH2:21][CH:22]([C:31]([O:33][CH3:34])=[O:32])[NH:23][C:24]([O:26][C:27]([CH3:29])([CH3:30])[CH3:28])=[O:25])[NH:8][C:9]([O:11][CH2:12][C:13]1[CH:18]=[CH:17][CH:16]=[CH:15][CH:14]=1)=[O:10] |f:4.5|. Procedure: A solution of 8.5 g of 47c in 25 mL of acetic acid and 250 mL of THF is hydrogenated at 48 psi of hydrogen over 0.5 g of (bicyclo(2.2.1.)hepta-2,5-diene[ 2S,3S]bis(diphenylphosphino)butane)rhodium(I) perchlorate for 18 h. The reaction is filtered and evaporated to a residue. The residue is chromatographed using variable gradient hexane-ethyl acetate to give 7.9 g of reduced product as a residue. Multiple crystallizations give 2.6 g of diastereomerically pure 40c. NMR(CDCl3) δ1.40(d,J=6 Hz,3H); 1... As a reaction SMILES: [C:1]1([C:15]2[CH:20]=[CH:19][CH:18]=[CH:17][CH:16]=2)[CH:6]=[CH:5][C:4]([C:7]([C:9]2[CH:14]=[CH:13][CH:12]=[CH:11][CH:10]=2)=O)=[CH:3][CH:2]=1.[CH:21]([Mg]Cl)=[CH2:22].[ClH:25]>C1COCC1>[Cl:25][CH2:21][CH:22]=[C:7]([C:4]1[CH:5]=[CH:6][C:1]([C:15]2[CH:20]=[CH:19][CH:18]=[CH:17][CH:16]=2)=[CH:2][CH:3]=1)[C:9]1[CH:14]=[CH:13][CH:12]=[CH:11][CH:10]=1. Reported procedure: A mixture of ((1,1′-biphenyl)-4-yl)phenylmethanone (0.01 mol) in THF (200 ml) was stirred at room temperature under N2 flow. Vinylmagnesium chloride (0.011 mol; 1M solution in THF) was added dropwise. The mixture was stirred at room temperature for 1 hour. HCl (150 ml) was added. The mixture was stirred at room temperature for 1 hour and extracted with DIPE. The organic layer was separated, washed once with a saturated K2CO3 solution, twice with H2O and once with a saturated NaCl solution, then ... Yield: 29.0%. Reactants: C(=C)[Mg]Cl (Vinylmagnesium chloride), C1(=CC=C(C=C1)C(=O)C1=CC=CC=C1)C1=CC=CC=C1 (((1,1′-biphenyl)-4-yl)phenylmethanone), Cl (HCl). Yields the product ClCC=C(C1=CC=CC=C1)C1=CC=C(C=C1)C1=CC=CC=C1 (4-(3-chloro-1-phenyl-1-propenyl)(1,1′-biphenyl)). Solvent: C1CCOC1 (THF). Reactants: [Br-].[Br-].[Br-].[NH+]1=CC=CC=C1.[NH+]1=CC=CC=C1.[NH+]1=CC=CC=C1 (pyridinium tribromide), COC1=CC=C2C=C(NC2=C1)C(=O)N (6-methoxy-1H-indole-2-carboxamide), ice. Solvent: N1=CC=CC=C1 (pyridine), N1=CC=CC=C1 (pyridine). Conditions: temperature 0 celsius, time 19 hour. The product is BrC1=C(NC2=CC(=CC=C12)OC)C(=O)N (3-bromo-6-methoxy-1H-indole-2-carboxamide). The yield is 70.4%. RXN SMILES: [CH3:1][O:2][C:3]1[CH:11]=[C:10]2[C:6]([CH:7]=[C:8]([C:12]([NH2:14])=[O:13])[NH:9]2)=[CH:5][CH:4]=1.[Br-:15].[Br-].[Br-].[NH+]1C=CC=CC=1.[NH+]1C=CC=CC=1.[NH+]1C=CC=CC=1>N1C=CC=CC=1>[Br:15][C:7]1[C:6]2[C:10](=[CH:11][C:3]([O:2][CH3:1])=[CH:4][CH:5]=2)[NH:9][C:8]=1[C:12]([NH2:14])=[O:13] |f:1.2.3.4.5.6|. Procedure: A solution of 540 mg (2.84 mmol) of 6-methoxy-1H-indole-2-carboxamide in 8 ml of pyridine is cooled to 0° C. and a solution of 908 mg (2.84 mmol) of pyridinium tribromide in 6 ml of pyridine is added thereto, dropwise. The reaction medium is stirred at 0° C. for 30 minutes and at ambient temperature for 19 h. 20 ml of ice-cold water is added to the reaction medium. The latter is then stirred at ambient temperature for 1 h and then filtered over sintered glass, to give 538 mg of 3-bromo-6-methoxy... Starting materials: [Br-], CC(C)(C)c1ccc(C=O)o1, CS(C)=O, C[P+](c1ccccc1)(c1ccccc1)c1ccccc1, [H-], [Na+], O. The product is C=Cc1ccc(C(C)(C)C)o1. Reaction SMILES: [Br-:19].[C:3]([CH3:4])([CH3:5])([CH3:6])[c:7]1[cH:8][cH:9][c:10]([CH:12]=[O:13])[o:11]1.[CH3:15][S:16]([CH3:17])=[O:18].[CH3:20][P+:21]([c:22]1[cH:23][cH:24][cH:25][cH:26][cH:27]1)([c:28]1[cH:29][cH:30][cH:31][cH:32][cH:33]1)[c:34]1[cH:35][cH:36][cH:37][cH:38][cH:39]1.[H-:1].[Na+:2].[OH2:14]>>[C:3]([CH3:4])([CH3:5])([CH3:6])[c:7]1[cH:8][cH:9][c:10]([CH:12]=[CH2:15])[o:11]1. The reactants are C1(=CC=C(C=C1)N)N (1,4-phenylenediamine), O.O.O.O.O.[OH-].C[N+](C)(C)C (tetramethylammonium hydroxide pentahydrate), [N+](=O)([O-])C1=CC=CC=C1 (Nitrobenzene). Run in CS(=O)C (dimethylsulfoxide). Reaction conditions: time 4 hour. The product is N(=O)C1=CC=C(C=C1)NC1=CC=C(C=C1)N (N,N'-(4-nitrosophenyl)-1,4-phenylenediamine), [N+](=O)([O-])C1=CC=C(C=C1)NC1=CC=C(C=C1)NC1=CC=C(C=C1)N=O (N-(4-nitrophenyl)-N'-(4-nitrosophenyl)-1,4-phenylenediamine), [N+](=O)([O-])C1=CC=C(C=C1)NC1=CC=C(C=C1)N (N,N'-(4-nitrophenyl)-1,4-phenylenediamine). As a reaction SMILES: [N+:1]([C:4]1[CH:9]=[CH:8][CH:7]=[CH:6][CH:5]=1)([O-:3])=[O:2].[C:10]1([NH2:17])[CH:15]=[CH:14][C:13]([NH2:16])=[CH:12][CH:11]=1.[OH2:18].O.O.O.O.[OH-].C[N+:25]([CH3:28])(C)[CH3:26]>CS(C)=O>[N:1]([C:4]1[CH:9]=[CH:8][C:7]([NH:16][C:13]2[CH:14]=[CH:15][C:10]([NH2:17])=[CH:11][CH:12]=2)=[CH:6][CH:5]=1)=[O:3].[N+:1]([C:4]1[CH:5]=[CH:6][C:26]([NH:25][C:28]2[CH:8]=[CH:9][C:4]([NH:16][C:13]3[CH:14]=[CH:15][C:10]([N:17]=[O:18])=[CH:11][CH:12]=3)=[CH:5][CH:6]=2)=[CH:8][CH:9]=1)([O-:3])=[O:2].[N+:1]([C:4]1[CH:9]=[CH:8][C:7]([NH:16][C:13]2[CH:14]=[CH:15][C:10]([NH2:17])=[CH:11][CH:12]=2)=[CH:6][CH:5]=1)([O-:3])=[O:2] |f:2.3.4.5.6.7.8|. Procedure details: Nitrobenzene (2 ml, 0.02 mole) was added via a syringe to a stirring solution containing 1.08 g (0.01 mole) of 1,4-phenylenediamine, 3.6 g (0.02 mole) of tetramethylammonium hydroxide pentahydrate in 2 ml of dimethylsulfoxide under nitrogen at 70° C. The solution was stirred at such condition for 4 hours. An aliquot was taken out for LC, MS, LC-MS analyses. N,N'-(4-nitrosophenyl)-1,4-phenylenediamine, N-(4-nitrophenyl)-N'-(4-nitrosophenyl)-1,4-phenylenediamine and N,N'-(4-nitrophenyl)-1,4-phenyl...